From a dataset of the Open Reaction Database (ORD), a public repository of structured organic reaction records. describe an organic reaction: reactants, conditions, products, and yield The reactants are NC=1C=C2C(C(=CN(C2=CC1NCCN1CCOCC1)COCC[Si](C)(C)C)C#N)=O (6-amino-7-{[2-(4-morpholinyl)ethyl]amino}-4-oxo-1-{[2-(trimethylsilyl)ethoxy]methyl}-1,4-dihydro-3-quinolinecarbonitrile), N1C=NC=C1 (imidazole). The solvent is C(=O)O (formic acid). The product is N1(CCOCC1)CCN1C=NC2=CC=3C(C(=CNC3C=C21)C#N)=O (3-[2-(4-Morpholinyl)ethyl]-8-oxo-5,8-dihydro-3H-imidazo[4,5-g]quinoline-7-carbonitrile). Isolated yield 49.4%. As a reaction SMILES: [NH2:1][C:2]1[CH:3]=[C:4]2[C:9](=[CH:10][C:11]=1[NH:12][CH2:13][CH2:14][N:15]1[CH2:20][CH2:19][O:18][CH2:17][CH2:16]1)[N:8](COCC[Si](C)(C)C)[CH:7]=[C:6]([C:29]#[N:30])[C:5]2=[O:31].N1C=CN=[CH:33]1>C(O)=O>[N:15]1([CH2:14][CH2:13][N:12]2[C:11]3[C:2](=[CH:3][C:4]4[C:5](=[O:31])[C:6]([C:29]#[N:30])=[CH:7][NH:8][C:9]=4[CH:10]=3)[N:1]=[CH:33]2)[CH2:16][CH2:17][O:18][CH2:19][CH2:20]1. Procedure: A mixture of 422 mg (0.95 mmol) of 6-amino-7-{[2-(4-morpholinyl)ethyl]amino}-4-oxo-1-{[2-(trimethylsilyl)ethoxy]methyl}-1,4-dihydro-3-quinolinecarbonitrile, 258.7 mg (3.80 mmol) of imidazole in 6 mL of 96% formic acid is refluxed for 6.5 hours. After cooling, the mixture is concentrated under reduced pressure and the residue is diluted with water. Undissolved solid is filtered off and washed with water. The combined filtrate and water washes are brought to pH 8 with 28% ammonium hydroxide aqueou... Starting materials: CC=1C(=C(C=CC1)N)N1CCCCC1 (3-methyl-2-piperidin-1-yl-phenylamine), C(#N)C1=CC=C(O1)C(=O)Cl (5-cyano-furan-2-carbonyl chloride), CCN(C(C)C)C(C)C (DIEA). Yields the product CC=1C(=C(C=CC1)NC(=O)C=1OC(=CC1)C#N)N1CCCCC1 (5-Cyano-furan-2-carboxylic acid (3-methyl-2-piperidin-1-yl-phenyl)-amide). Yield: 12.0%. Reaction SMILES: [CH3:1][C:2]1[C:3]([N:9]2[CH2:14][CH2:13][CH2:12][CH2:11][CH2:10]2)=[C:4]([NH2:8])[CH:5]=[CH:6][CH:7]=1.[C:15]([C:17]1[O:21][C:20]([C:22](Cl)=[O:23])=[CH:19][CH:18]=1)#[N:16].CCN(C(C)C)C(C)C>>[CH3:1][C:2]1[C:3]([N:9]2[CH2:14][CH2:13][CH2:12][CH2:11][CH2:10]2)=[C:4]([NH:8][C:22]([C:20]2[O:21][C:17]([C:15]#[N:16])=[CH:18][CH:19]=2)=[O:23])[CH:5]=[CH:6][CH:7]=1. Procedure details: Using a procedure similar to example 3, step (d), 3-methyl-2-piperidin-1-yl-phenylamine (68 mg, 0.35 mmol, as prepared in the previous step) was allowed to react with 5-cyano-furan-2-carbonyl chloride (65 mg, 0.42 mmol) in the presence of DIEA (134 μL, 0.77 mmol) to afford 13 mg (12%) of the title compound as a waxy yellow solid. 1H-NMR (CDCl3, 400 MHz): δ 10.7 (br s, 1H), 8.33 (d, 1H, J=8.0 Hz), 7.27 (d, 1H, J=3.7 Hz), 7.22 (dd, 1H, 3.7 Hz), 7.12 (t, 1H, J=7.9 Hz), 6.87 (dd, 1H, J=0.7, 7.7 Hz),... The reactants are CCO, CC(C)(CC(O)(Cn1ccc(=O)c2ccccc21)C(F)(F)F)c1cccc(C2OCCCO2)c1, O, Cc1ccc(S(=O)(=O)O)cc1, c1cc[nH+]cc1. Product: CC(C)(CC(O)(Cn1ccc(=O)c2ccccc21)C(F)(F)F)c1cccc(C=O)c1. As a reaction SMILES: [CH3:35][CH2:36][OH:37].[O:1]1[CH:2]([c:7]2[cH:8][c:9]([C:13]([CH2:14][C:15]([CH2:16][n:17]3[cH:18][cH:19][c:20](=[O:27])[c:21]4[cH:22][cH:23][cH:24][cH:25][c:26]34)([C:28]([F:29])([F:30])[F:31])[OH:32])([CH3:33])[CH3:34])[cH:10][cH:11][cH:12]2)[O:6][CH2:5][CH2:4][CH2:3]1.[OH2:55].[c:38]1([CH3:39])[cH:40][cH:41][c:42]([S:43]([OH:44])(=[O:45])=[O:46])[cH:47][cH:48]1.[nH+:49]1[cH:50][cH:51][cH:52][cH:53][cH:54]1>>[O:1]=[CH:2][c:7]1[cH:8][c:9]([C:13]([CH2:14][C:15]([CH2:16][n:17]2[cH:18][cH:19][c:20](=[O:27])[c:21]3[cH:22][cH:23][cH:24][cH:25][c:26]23)([C:28]([F:29])([F:30])[F:31])[OH:32])([CH3:33])[CH3:34])[cH:10][cH:11][cH:12]1. The reactants are CC1=CC=C(C=N1)C=O (6-methylpyridine-3-carboxaldehyde), C(CC(=O)O)(=O)O (malonic acid), N1CCCCC1 (piperidine). Solvent: N1=CC=CC=C1 (pyridine). Conditions: time 3 hour. Product: CC1=CC=C(C=N1)C=CC(=O)O (3-(6-methyl-3-pyridyl)acrylic acid). Isolated yield 59.4%. As a reaction SMILES: [CH3:1][C:2]1[N:7]=[CH:6][C:5]([CH:8]=O)=[CH:4][CH:3]=1.C(O)(=O)[CH2:11][C:12]([OH:14])=[O:13].N1CCCCC1>N1C=CC=CC=1>[CH3:1][C:2]1[N:7]=[CH:6][C:5]([CH:8]=[CH:11][C:12]([OH:14])=[O:13])=[CH:4][CH:3]=1. Procedure details: A mixture of 6-methylpyridine-3-carboxaldehyde (51.57 g), malonic acid (44.30 g), piperidine (6 ml) and pyridine (300 ml) was stirred at 100° for 3 hours and was allowed to cool. The mixture was evaporated to dryness, water was added to the residue and the solid was filtered off and recrystallised from ethanol-acetic acid to give 3-(6-methyl-3-pyridyl)acrylic acid (41.25 g) m.p. 213.5°-215.5°. The reactants are C(C)(=O)OCCN1C(=NC(=C1SC1=CC(=CC(=C1)Cl)Cl)C(C)C)CCOCC1=CC=CC=C1 ((2-(2-benzyloxyethyl)-5-(3,5-dichlorophenylthio)-4-isopropyl-1H-imidazol-1-yl)ethyl acetate), [H-].[Al+3].[Li+].[H-].[H-].[H-] (lithium aluminum hydride). The solvent is C(C)OCC (diethyl ether), O (water). Conditions: time 15 minute. Yields the product C(C1=CC=CC=C1)OCCC=1N(C(=C(N1)C(C)C)SC1=CC(=CC(=C1)Cl)Cl)CCO (2-(2-(2-benzyloxyethyl)-5-(3,5-dichlorophenylthio)-4-isopropyl-1H-imidazol-1-yl)ethanol). Yield: 91.0%. Reaction SMILES: C([O:4][CH2:5][CH2:6][N:7]1[C:11]([S:12][C:13]2[CH:18]=[C:17]([Cl:19])[CH:16]=[C:15]([Cl:20])[CH:14]=2)=[C:10]([CH:21]([CH3:23])[CH3:22])[N:9]=[C:8]1[CH2:24][CH2:25][O:26][CH2:27][C:28]1[CH:33]=[CH:32][CH:31]=[CH:30][CH:29]=1)(=O)C.[H-].[Al+3].[Li+].[H-].[H-].[H-]>C(OCC)C.O>[CH2:27]([O:26][CH2:25][CH2:24][C:8]1[N:7]([CH2:6][CH2:5][OH:4])[C:11]([S:12][C:13]2[CH:18]=[C:17]([Cl:19])[CH:16]=[C:15]([Cl:20])[CH:14]=2)=[C:10]([CH:21]([CH3:23])[CH3:22])[N:9]=1)[C:28]1[CH:33]=[CH:32][CH:31]=[CH:30][CH:29]=1 |f:1.2.3.4.5.6|. Procedure details: In 30 ml of dry diethyl ether was dissolved 3.0 g (5.9 mmol) of the ester compound (130c), followed by addition of 230 mg (6 mmol) of lithium aluminum hydride under ice-cooling, and the mixture was stirred at room temperature for 15 minutes. The mixture was diluted with water, extracted with ethyl acetate, the extract was washed with water, dried over anhydrous sodium sulfate, filtered, and concentrated under reduced pressure. The residue was purified by silica gel column chromatography (ethyl a...